This data is from the Open Reaction Database (ORD), a public repository of structured organic reaction records. The task is: describe an organic reaction: reactants, conditions, products, and yield The reactants are BrC=1C(=C2C(=NC1)NC=C2NC(CC2=CC=CC=C2)=O)F (N-(5-Bromo-4-fluoro-1H-pyrrolo[2,3-b]pyridin-3-yl)-2-phenylacetamide), N1C[C@@H](CCC1)NC(OC(C)(C)C)=O ((R)-tert-butyl piperidin-3-ylcarbamate). The solvent is C(C)(CC)O (s-BuOH). Yields the product BrC=1C(=C2C(=NC1)NC=C2NC(CC2=CC=CC=C2)=O)N2C[C@@H](CCC2)NC(OC(C)(C)C)=O ((R)-tert-butyl 1-(5-bromo-3-(2-phenylacetamido)-1H-pyrrolo[2,3-b]pyridin-4-yl)piperidin-3-ylcarbamate). Isolated yield 70.4%. RXN SMILES: [Br:1][C:2]1[C:3](F)=[C:4]2[C:10]([NH:11][C:12](=[O:20])[CH2:13][C:14]3[CH:19]=[CH:18][CH:17]=[CH:16][CH:15]=3)=[CH:9][NH:8][C:5]2=[N:6][CH:7]=1.[NH:22]1[CH2:27][CH2:26][CH2:25][C@@H:24]([NH:28][C:29](=[O:35])[O:30][C:31]([CH3:34])([CH3:33])[CH3:32])[CH2:23]1>C(O)(CC)C>[Br:1][C:2]1[C:3]([N:22]2[CH2:27][CH2:26][CH2:25][C@@H:24]([NH:28][C:29](=[O:35])[O:30][C:31]([CH3:33])([CH3:32])[CH3:34])[CH2:23]2)=[C:4]2[C:10]([NH:11][C:12](=[O:20])[CH2:13][C:14]3[CH:19]=[CH:18][CH:17]=[CH:16][CH:15]=3)=[CH:9][NH:8][C:5]2=[N:6][CH:7]=1. Reported procedure: N-(5-Bromo-4-fluoro-1H-pyrrolo[2,3-b]pyridin-3-yl)-2-phenylacetamide (300 mg, 0.86 mmol) and (R)-tert-butyl piperidin-3-ylcarbamate (518 mg, 2.58 mmol) in s-BuOH (5 mL) were heated to 135° C. in a sealed tube for 24 hours. After cooling down, the residue was concentrated and purified by reverse phase chromatography (SP4, 25M, water/ACN 80/20→0/100, 30 CV) to yield (R)-tert-butyl 1-(5-bromo-3-(2-phenylacetamido)-1H-pyrrolo[2,3-b]pyridin-4-yl)piperidin-3-ylcarbamate (320 mg, 70% yield) as a solid. Starting materials: Fc1ccc(CBr)cc1, [H-], [Na+], CN(C)C=O, O, OC1CC2CN(c3ncc(F)cn3)CCN2C1. The product is Fc1ccc(COC2CC3CN(c4ncc(F)cn4)CCN3C2)cc1. As a reaction SMILES: [F:18][c:19]1[cH:20][cH:21][c:22]([CH2:23][Br:24])[cH:25][cH:26]1.[H-:27].[Na+:28].[O:29]=[CH:30][N:31]([CH3:32])[CH3:33].[OH2:34].[OH:1][CH:2]1[CH2:3][CH:4]2[N:5]([CH2:6][CH2:7][N:8]([c:10]3[n:11][cH:12][c:13]([F:16])[cH:14][n:15]3)[CH2:9]2)[CH2:17]1>>[O:1]([CH:2]1[CH2:3][CH:4]2[N:5]([CH2:6][CH2:7][N:8]([c:10]3[n:11][cH:12][c:13]([F:16])[cH:14][n:15]3)[CH2:9]2)[CH2:17]1)[CH2:23][c:22]1[cH:21][cH:20][c:19]([F:18])[cH:26][cH:25]1. Starting materials: BrCCCCCCOCCCCC#CC1=NC=CC(=C1)C(=O)N (2-[6-[(6-bromohexyl)oxy]-1-hexynyl]-4-pyridinecarboxamide). The reagents and catalysts are [Pd]=O (palladium oxide). Solvent: C(C)O (ethanol). Yields the product BrCCCCCCOCCCCCCC1=NC=CC(=C1)C(=O)N (2-[6-[(6-Bromohexyl)oxy]hexyl]-4-pyridinecarboxamide). Isolated yield 99.9%. RXN SMILES: [Br:1][CH2:2][CH2:3][CH2:4][CH2:5][CH2:6][CH2:7][O:8][CH2:9][CH2:10][CH2:11][CH2:12][C:13]#[C:14][C:15]1[CH:20]=[C:19]([C:21]([NH2:23])=[O:22])[CH:18]=[CH:17][N:16]=1>C(O)C.[Pd]=O>[Br:1][CH2:2][CH2:3][CH2:4][CH2:5][CH2:6][CH2:7][O:8][CH2:9][CH2:10][CH2:11][CH2:12][CH2:13][CH2:14][C:15]1[CH:20]=[C:19]([C:21]([NH2:23])=[O:22])[CH:18]=[CH:17][N:16]=1. Procedure: A solution of 2-[6-[(6-bromohexyl)oxy]-1-hexynyl]-4-pyridinecarboxamide (1.04 g) in ethanol (20 ml) was hydrogenated over pre-hydrogenated 10% palladium oxide on carbon (50% aqueous paste, 115 mg). The mixture was filtered through hyflo and the filtrate evaporated to give the title compound as a pale yellow solid (1.05 g), m.p. 73°-75°. Starting materials: O=C([O-])[O-], CCOC(=O)c1cccnc1Cl, CN(C)C=O, [Cs+], [Cs+], Oc1ccc2c(c1)OCO2, O. Yields the product CCOC(=O)c1cccnc1Oc1ccc2c(c1)OCO2. Reaction SMILES: [C:13](=[O:14])([O-:15])[O-:16].[CH2:1]([CH3:2])[O:3][C:4]([c:5]1[c:6]([Cl:11])[n:7][cH:8][cH:9][cH:10]1)=[O:12].[CH3:29][N:30]([CH3:31])[CH:32]=[O:33].[Cs+:17].[Cs+:18].[O:19]1[CH2:20][O:21][c:22]2[c:23]1[cH:24][cH:25][c:26]([OH:28])[cH:27]2.[OH2:34]>>[CH2:1]([CH3:2])[O:3][C:4]([c:5]1[c:6]([O:28][c:26]2[cH:25][cH:24][c:23]3[c:22]([cH:27]2)[O:21][CH2:20][O:19]3)[n:7][cH:8][cH:9][cH:10]1)=[O:12].